describe an organic reaction: reactants, conditions, products, and yield From a dataset of the Open Reaction Database (ORD), a public repository of structured organic reaction records. The reactants are N(=NC(=O)OCC)C(=O)OCC (diethyl azodicarboxylate), O.Cl.C(C)(C)(C)C=1C=C(C=C(C1O)C(C)(C)C)C=1OC=C(N1)CCOC1=CC=C(C=C1)CNCC.C(C)(C)(C)C=1C=C(C=C(C1O)C(C)(C)C)C=1OC=C(N1)CCOC1=CC=C(C=C1)CNCC.Cl (2-(3,5-di-t-butyl-4-hydroxyphenyl)-4-(2-(4-ethylaminomethylphenoxy)ethyl)oxazole hydrochloride hemihydrate), C(=O)C=1C=C(C=O)C=CC1O (3-formyl-4-hydroxybenzaldehyde), C1(=CC=CC=C1)P(C1=CC=CC=C1)C1=CC=CC=C1 (triphenylphosphine). Solvent: O1CCCC1 (tetrahydrofuran), O1CCCC1 (Tetrahydrofuran). Product: C(C)(C)(C)C=1C=C(C=C(C1O)C(C)(C)C)C=1OC=C(N1)CCOC1=C(C=C(C=C1)C=O)C=O (2-(3,5-di-t-butyl-4-hydroxyphenyl)-4-(2-(2,4-bis-formylphenoxy)ethyl)oxazole). The yield is 48.9%. RXN SMILES: O.Cl.[C:3]([C:7]1[CH:8]=[C:9]([C:18]2[O:19][CH:20]=[C:21]([CH2:23][CH2:24]OC3C=CC(CNCC)=CC=3)[N:22]=2)[CH:10]=[C:11]([C:14]([CH3:17])([CH3:16])[CH3:15])[C:12]=1[OH:13])([CH3:6])([CH3:5])[CH3:4].C(C1C=C(C2OC=C(CCOC3C=CC(CNCC)=CC=3)N=2)C=C(C(C)(C)C)C=1O)(C)(C)C.Cl.[CH:70]([C:72]1[CH:73]=[C:74]([CH:77]=[CH:78][C:79]=1[OH:80])[CH:75]=[O:76])=[O:71].C1(P(C2C=CC=CC=2)C2C=CC=CC=2)C=CC=CC=1.N(C(OCC)=O)=NC(OCC)=O>O1CCCC1>[C:14]([C:11]1[CH:10]=[C:9]([C:18]2[O:19][CH:20]=[C:21]([CH2:23][CH2:24][O:80][C:79]3[CH:78]=[CH:77][C:74]([CH:75]=[O:76])=[CH:73][C:72]=3[CH:70]=[O:71])[N:22]=2)[CH:8]=[C:7]([C:3]([CH3:4])([CH3:5])[CH3:6])[C:12]=1[OH:13])([CH3:15])([CH3:16])[CH3:17] |f:0.1.2.3.4|. Procedure details: In a flask, 4.75 g (15 mmole) of the compound of Example 1 C, 2.36 g (15.75 mmole) of 3-formyl-4-hydroxybenzaldehyde, and 3.93 g (15 mmole) of triphenylphosphine were dissolved in 45 ml tetrahydrofuran with stirring, under nitrogen. The solution was chilled to −10° and a solution of 2.36 ml (15 mmole) diethyl azodicarboxylate in 15 ml. Tetrahydrofuran was added over 10 minutes, with stirring. The reaction exothermed to +1° C. The bath was removed and the reaction stirred under nitrogen for 18 ho... The reactants are CC(Cl)=CC(=O)Nc1ccccc1, Oc1ccccc1. Product: CC(=CC(=O)Nc1ccccc1)Oc1ccccc1. Reaction SMILES: [Cl:1][C:2](=[CH:3][C:4](=[O:5])[NH:6][c:7]1[cH:8][cH:9][cH:10][cH:11][cH:12]1)[CH3:13].[OH:14][c:15]1[cH:16][cH:17][cH:18][cH:19][cH:20]1>>[C:2](=[CH:3][C:4](=[O:5])[NH:6][c:7]1[cH:8][cH:9][cH:10][cH:11][cH:12]1)([CH3:13])[O:14][c:15]1[cH:16][cH:17][cH:18][cH:19][cH:20]1. Starting materials: N1=CC=C(C=C1)CC(=O)O (4-pyridyl-acetic acid), C(\C=C\C(=O)[O-])(=O)[O-] (fumarate). Reaction conditions: time 3 hour. Yields the product C(\C=C\C(=O)O)(=O)O.N1(CCCC1)C1CCCC2CCCNC12 (decahydro-8-(1-pyrrolidinyl)-quinoline fumarate). RXN SMILES: [N:1]1[CH:6]=[CH:5][C:4](CC(O)=O)=[CH:3][CH:2]=1.[C:11]([O-:18])(=[O:17])/[CH:12]=[CH:13]/[C:14]([O-:16])=[O:15]>>[C:11]([OH:18])(=[O:17])/[CH:12]=[CH:13]/[C:14]([OH:16])=[O:15].[N:1]1([CH:2]2[CH:2]3[CH:3]([CH2:4][CH2:5][CH2:6][NH:1]3)[CH2:5][CH2:4][CH2:3]2)[CH2:14][CH2:13][CH2:12][CH2:11]1 |f:2.3|. Reported procedure: Using the procedure of Example 8, 452 mg of 4-pyridyl-acetic acid were reacted with stirring for 3 hours and the product obtained in the form of a base was converted into fumarate by the method of Example 4 to obtain 373 mg of [4aRS(4aα, 8α, 8aα)](±)-1-(4-pyridinyl)-acetyl]-decahydro-8-(1-pyrrolidinyl)-quinoline fumarate melting at 232° C. Reactants: C(C)N(C1CC(NC(C1)(C)C)(C)C)C1=NC(=NC(=N1)N(CC)C1CC(NC(C1)(C)C)(C)C)OCCO (2,4-bis-[N-ethyl-N-(2,2,6,6-tetramethyl-4-piperidyl)amino]-6-(2-hydroxyethoxy)-1,3,5-triazine), C(CCC(=O)OC)(=O)OC (dimethyl succinate), CO (methanol). The reagents and catalysts are CC(C)[O-].CC(C)[O-].CC(C)[O-].CC(C)[O-].[Ti+4] (tetraisopropyl titanate). The solvent is C1(=CC=CC=C1)C (toluene). The product is C(C)N(C1CC(NC(C1)(C)C)(C)C)C1=NC(=NC(=N1)N(CC)C1CC(NC(C1)(C)C)(C)C)OCCOC(CCC(=O)OCCOC1=NC(=NC(=N1)N(C1CC(NC(C1)(C)C)(C)C)CC)N(CC)C1CC(NC(C1)(C)C)(C)C)=O (Bis{2-(2,4-bis[N-ethyl-N-(2,2,6,6-tetramethyl-4-piperidyl)amino]-1,3,5-triazin-6-yl)oxyethyl}succinate). As a reaction SMILES: [CH2:1]([N:3]([C:14]1[N:19]=[C:18]([N:20]([CH:23]2[CH2:28][C:27]([CH3:30])([CH3:29])[NH:26][C:25]([CH3:32])([CH3:31])[CH2:24]2)[CH2:21][CH3:22])[N:17]=[C:16]([O:33][CH2:34][CH2:35][OH:36])[N:15]=1)[CH:4]1[CH2:9][C:8]([CH3:11])([CH3:10])[NH:7][C:6]([CH3:13])([CH3:12])[CH2:5]1)[CH3:2].[C:37]([O:45][CH3:46])(=[O:44])[CH2:38][CH2:39][C:40]([O:42]C)=O.[CH3:47][OH:48]>C1(C)C=CC=CC=1.CC([O-])C.CC([O-])C.CC([O-])C.CC([O-])C.[Ti+4]>[CH2:21]([N:20]([C:18]1[N:19]=[C:14]([N:3]([CH:4]2[CH2:9][C:8]([CH3:10])([CH3:11])[NH:7][C:6]([CH3:13])([CH3:12])[CH2:5]2)[CH2:1][CH3:2])[N:15]=[C:16]([O:33][CH2:34][CH2:35][O:36][C:40](=[O:42])[CH2:39][CH2:38][C:37]([O:45][CH2:46][CH2:47][O:48][C:16]2[N:17]=[C:18]([N:20]([CH2:21][CH3:22])[CH:23]3[CH2:28][C:27]([CH3:29])([CH3:30])[NH:26][C:25]([CH3:32])([CH3:31])[CH2:24]3)[N:19]=[C:14]([N:3]([CH:4]3[CH2:5][C:6]([CH3:13])([CH3:12])[NH:7][C:8]([CH3:10])([CH3:11])[CH2:9]3)[CH2:1][CH3:2])[N:15]=2)=[O:44])[N:17]=1)[CH:23]1[CH2:24][C:25]([CH3:32])([CH3:31])[NH:26][C:27]([CH3:30])([CH3:29])[CH2:28]1)[CH3:22] |f:4.5.6.7.8|. Reported procedure: 1.60 g of 2,4-bis-[N-ethyl-N-(2,2,6,6-tetramethyl-4-piperidyl)amino]-6-(2-hydroxyethoxy)-1,3,5-triazine [prepared as described in Preparation 3(B)] and 0.22 g of dimethyl succinate were dissolved in 20 ml of toluene, and a catalytic amount of tetraisopropyl titanate was added to the resulting solution. The resulting mixture was first agitated at 100° to 105° C. for 3 hours whilst the methanol generated was removed by distillation, and then the temperature was elevated to 130° C. to remove the to... Reactants: FC1=C(C=CC(=C1)F)C=1N2C=CC(C(=C2C=CC1)C=1C=C(C(=O)O)C=CC1F)=O (3-[6-(2,4-difluorophenyl)-2-oxo-2H-quinolizin-1-yl]-4-fluorobenzoic acid), C(CCl)Cl (EDC), C=1C=CC2=C(C1)N=NN2O (HOBt), ONC(C)=N (N-hydroxyethanimidamide). The solvent is C(C)#N (acetonitrile), CCOC(=O)C (EtOAc). Conditions: time 1 hour. The product is FC1=C(C=CC(=C1)F)C=1N2C=CC(C(=C2C=CC1)C1=C(C=CC(=C1)C1=NC(=NO1)C)F)=O (6-(2,4-difluorophenyl)-1-[2-fluoro-5-(3-methyl-1,2,4-oxadiazol-5-yl)phenyl]-2H-quinolizin-2-one). Yield: 28.8%. Reaction SMILES: [F:1][C:2]1[CH:7]=[C:6]([F:8])[CH:5]=[CH:4][C:3]=1[C:9]1[N:10]2[C:15]([CH:16]=[CH:17][CH:18]=1)=[C:14]([C:19]1[CH:20]=[C:21]([CH:25]=[CH:26][C:27]=1[F:28])[C:22](O)=[O:23])[C:13](=[O:29])[CH:12]=[CH:11]2.C(Cl)CCl.C1C=CC2N(O)N=NC=2C=1.O[NH:45][C:46](=[NH:48])[CH3:47]>C(#N)C.CCOC(C)=O>[F:1][C:2]1[CH:7]=[C:6]([F:8])[CH:5]=[CH:4][C:3]=1[C:9]1[N:10]2[C:15]([CH:16]=[CH:17][CH:18]=1)=[C:14]([C:19]1[CH:20]=[C:21]([C:22]3[O:23][N:48]=[C:46]([CH3:47])[N:45]=3)[CH:25]=[CH:26][C:27]=1[F:28])[C:13](=[O:29])[CH:12]=[CH:11]2. Procedure details: To a solution of 3-[6-(2,4-difluorophenyl)-2-oxo-2H-quinolizin-1-yl]-4-fluorobenzoic acid (Example 31, 50 mg, 0.12 mmol) in acetonitrile (1.2 mL) was added EDC (48 mg, 0.25 mmol), and HOBt (34 mg, 0.25 mmol). The reaction was stirred at room temperature for 1 hour and then N-hydroxyethanimidamide (46.6 mg, 0.63 mmol) was added. The reaction was heated to 90° C. for 18 hours and then cooled to room temperature. The mixture was diluted with EtOAc washed with aqueous NH4Cl, 0.5 N HCl, water, brine,...